From a dataset of the Open Reaction Database (ORD), a public repository of structured organic reaction records. describe an organic reaction: reactants, conditions, products, and yield Starting materials: ClC=1C=C(C=CC1)COC1=CC=C2C=C(C=NC2=C1)C(=O)OCC (Ethyl 7-[(3-chlorophenyl)methoxy]quinoline-3-carboxylate), C(=O)([O-])[O-].[K+].[K+] (K2CO3). The solvent is CO (MeOH), C1CCOC1 (THF). Conditions: time 8 hour. The product is ClC=1C=C(COC2=CC=C3C=C(C=NC3=C2)C(=O)OC)C=CC1 (Methyl 7-((3-chlorobenzyl)oxy)quinoline-3-carboxylate). The yield is 61.0%. Reaction SMILES: [Cl:1][C:2]1[CH:3]=[C:4]([CH2:8][O:9][C:10]2[CH:19]=[C:18]3[C:13]([CH:14]=[C:15]([C:20]([O:22][CH2:23]C)=[O:21])[CH:16]=[N:17]3)=[CH:12][CH:11]=2)[CH:5]=[CH:6][CH:7]=1.C([O-])([O-])=O.[K+].[K+]>CO.C1COCC1>[Cl:1][C:2]1[CH:3]=[C:4]([CH:5]=[CH:6][CH:7]=1)[CH2:8][O:9][C:10]1[CH:19]=[C:18]2[C:13]([CH:14]=[C:15]([C:20]([O:22][CH3:23])=[O:21])[CH:16]=[N:17]2)=[CH:12][CH:11]=1 |f:1.2.3|. Reported procedure: To a solution of ethyl 7-[(3-chlorophenyl)methoxy]quinoline-3-carboxylate (Example 3, 20 mg, 0.06 mmol) in MeOH (1 mL) and THF (1 mL) was added K2CO3. The reaction was stirred overnight at ambient temperature. The crude reaction mixture was concentrated onto silica and purification (FCC, SiO2, 0-40%, EtOAc/hexanes) afforded the title compound as a white solid (12 mg, 63%). 1H NMR (400 MHz, CDCl3) δ 9.37 (d, J=2.0 Hz, 1H), 8.76 (d, J=2.3 Hz, 1H), 7.84 (d, J=9.0 Hz, 1H), 7.50 (d, J=2.3 Hz, 2H), 7.... The reactants are C1(=CC=C(C=C1)NCCC=1C=NC(=CC1)C(F)(F)F)C (p-tolyl-[2-(6-trifluoromethyl-pyridin-3-yl)-ethyl]-amine), C(C1=CC=CC=C1)(=O)C(=O)O (benzoylformic acid). The product is O[C@@H](C(=O)N(CCC=1C=NC(=CC1)C(F)(F)F)C1=CC=C(C=C1)C)C1=CC=CC=C1 ((R)-2-Hydroxy-2-phenyl-N-p-tolyl-N-[2-(6-trifluoromethyl-pyridin-3-yl)-ethyl]-acetamide). Yield: 32.8%. Reaction SMILES: [C:1]1([CH3:20])[CH:6]=[CH:5][C:4]([NH:7][CH2:8][CH2:9][C:10]2[CH:11]=[N:12][C:13]([C:16]([F:19])([F:18])[F:17])=[CH:14][CH:15]=2)=[CH:3][CH:2]=1.[C:21]([C:29](O)=[O:30])(=[O:28])[C:22]1[CH:27]=[CH:26][CH:25]=[CH:24][CH:23]=1>>[OH:28][C@H:21]([C:22]1[CH:27]=[CH:26][CH:25]=[CH:24][CH:23]=1)[C:29]([N:7]([C:4]1[CH:3]=[CH:2][C:1]([CH3:20])=[CH:6][CH:5]=1)[CH2:8][CH2:9][C:10]1[CH:11]=[N:12][C:13]([C:16]([F:19])([F:17])[F:18])=[CH:14][CH:15]=1)=[O:30]. Reported procedure: In analogy to example 7, steps 1 and 2, p-tolyl-[2-(6-trifluoromethyl-pyridin-3-yl)-ethyl]-amine (200 mg, 0.714 mmol) was coupled to benzoylformic acid (112 mg, 0.746 mmol) and reduced to give the title compound (97 mg, 32.2%) MS m/e: 415.1 [M+H]+ after separation on a chiral column. As a reaction SMILES: [CH3:92][CH2:93][O:94][C:95](=[O:96])[CH3:97].[CH:79]([O:80][CH:81]([CH3:82])[CH3:83])([CH3:84])[CH3:85].[F:1][c:2]1[cH:3][cH:4][cH:5][cH:6][c:7]1[C:8]1([CH:9]([O:10][CH:11]2[CH2:12][CH2:13][CH2:14][CH2:15][O:16]2)[CH3:17])[CH2:18][O:19]1.[F:20][c:21]1[c:22]([C:27]2([CH:30]([CH3:31])[OH:32])[O:28][CH2:29]2)[cH:23][cH:24][cH:25][cH:26]1.[N+:52](=[O:53])([O-:54])[c:55]1[cH:56][c:57]([C:58](=[O:59])[OH:60])[cH:61][c:62]([N+:64](=[O:65])[O-:66])[cH:63]1.[O:67]=[C:68]([O:69][CH2:70][CH3:71])[N:72]=[N:73][C:74]([O:75][CH2:76][CH3:77])=[O:78].[O:86]1[CH2:87][CH2:88][CH2:89][CH2:90]1.[OH2:91].[c:33]1([P:34]([c:35]2[cH:36][cH:37][cH:38][cH:39][cH:40]2)[c:41]2[cH:42][cH:43][cH:44][cH:45][cH:46]2)[cH:47][cH:48][cH:49][cH:50][cH:51]1>>[F:20][c:21]1[c:22]([C:27]2([CH:30]([CH3:31])[O:32][C:58]([c:57]3[cH:56][c:55]([N+:52](=[O:53])[O-:54])[cH:63][c:62]([N+:64](=[O:65])[O-:66])[cH:61]3)=[O:59])[O:28][CH2:29]2)[cH:23][cH:24][cH:25][cH:26]1. Reactants: CCOC(C)=O, CC(C)OC(C)C, CC(OC1CCCCO1)C1(c2ccccc2F)CO1, CC(O)C1(c2ccccc2F)CO1, O=C(O)c1cc([N+](=O)[O-])cc([N+](=O)[O-])c1, CCOC(=O)N=NC(=O)OCC, C1CCOC1, O, c1ccc(P(c2ccccc2)c2ccccc2)cc1. Product: CC(OC(=O)c1cc([N+](=O)[O-])cc([N+](=O)[O-])c1)C1(c2ccccc2F)CO1. Reactants: [Al+3], C1OCOCO1, [Cl-], [Cl-], [Cl-], Cl, [F-], OC(C(F)(F)F)C(F)(F)F, [K+], O. Yields the product FCOC(C(F)(F)F)C(F)(F)F. As a reaction SMILES: [Al+3:4].[CH2:16]1[O:17][CH2:18][O:19][CH2:20][O:21]1.[Cl-:1].[Cl-:2].[Cl-:3].[ClH:15].[F-:22].[F:5][C:6]([CH:7]([C:8]([F:9])([F:10])[F:11])[OH:12])([F:13])[F:14].[K+:23].[OH2:24]>>[F:5][C:6]([CH:7]([C:8]([F:9])([F:10])[F:11])[O:12][CH2:16][F:22])([F:13])[F:14]. The reactants are FC(C=1C=C(C=CC1)C1=C(N(C2=CC=C(C=C12)O)C)C)(F)F (3-(3-trifluoromethyl-phenyl)-1,2-dimethyl-1H-indole-5-ol), C(C)OC(C(C)(C)Br)=O (2-bromo-2-methyl-propanoic acid ethylester). Product: C(C)OC(C(C)(C)OC=1C=C2C(=C(N(C2=CC1)C)C)C1=CC(=CC=C1)C(F)(F)F)=O (2-[3-(3-Trifluoromethyl-phenyl)-1,2-dimethyl-1H-indole-5-yloxy]-2-methylpropanoic acid ethylester). RXN SMILES: [F:1][C:2]([F:22])([F:21])[C:3]1[CH:4]=[C:5]([C:9]2[C:17]3[C:12](=[CH:13][CH:14]=[C:15]([OH:18])[CH:16]=3)[N:11]([CH3:19])[C:10]=2[CH3:20])[CH:6]=[CH:7][CH:8]=1.[CH2:23]([O:25][C:26](=[O:31])[C:27](Br)([CH3:29])[CH3:28])[CH3:24]>>[CH2:23]([O:25][C:26](=[O:31])[C:27]([O:18][C:15]1[CH:16]=[C:17]2[C:12](=[CH:13][CH:14]=1)[N:11]([CH3:19])[C:10]([CH3:20])=[C:9]2[C:5]1[CH:6]=[CH:7][CH:8]=[C:3]([C:2]([F:1])([F:21])[F:22])[CH:4]=1)([CH3:29])[CH3:28])[CH3:24]. Procedure details: The above compound was prepared from 3-(3-trifluoromethyl-phenyl)-1,2-dimethyl-1H-indole-5-ol and 2-bromo-2-methyl-propanoic acid ethylester using a procedure analogous to that of Example 10. Reactants: FC1=CC=C(C=C1)NC(C(CCC(O[Si](C)(C)C)C1=CC=CC=C1)C(=O)N1C(OCC1C1=CC=CC=C1)=O)C1=CC=C(C#N)C=C1 (4-[1-(4-fluorophenylamino)-2-(2-oxo-4-phenyloxazolidine-3-carbonyl)-5-phenyl-5-trimethylsilanyloxypentyl]benzonitrile), O.O.O.[F-].C(CCC)[N+](CCCC)(CCCC)CCCC (tetrabutylammonium fluoride trihydrate), C(C)(=O)O (acetic acid). The solvent is COC(C)(C)C (tert-butyl methyl ether), C[Si](C)(C)C(C(=O)N)[Si](C)(C)C (bistrimethylsilylacetamide). Run at time 8 hour. The product is FC1=CC=C(C=C1)N1C(C(C1=O)CCC(C1=CC=CC=C1)O)C1=CC=C(C#N)C=C1 (4-[1-(4-Fluorophenyl)-3-(3-hydroxy-3-phenylpropyl)-4-oxo-azetidin-2-yl]benzonitrile). As a reaction SMILES: [F:1][C:2]1[CH:7]=[CH:6][C:5]([NH:8][CH:9]([C:39]2[CH:46]=[CH:45][C:42]([C:43]#[N:44])=[CH:41][CH:40]=2)[CH:10]([C:25](N2C(C3C=CC=CC=3)COC2=O)=[O:26])[CH2:11][CH2:12][CH:13]([C:19]2[CH:24]=[CH:23][CH:22]=[CH:21][CH:20]=2)[O:14][Si](C)(C)C)=[CH:4][CH:3]=1.O.O.O.[F-].C([N+](CCCC)(CCCC)CCCC)CCC.C(O)(=O)C>COC(C)(C)C.C[Si](C([Si](C)(C)C)C(N)=O)(C)C>[F:1][C:2]1[CH:7]=[CH:6][C:5]([N:8]2[C:25](=[O:26])[CH:10]([CH2:11][CH2:12][CH:13]([OH:14])[C:19]3[CH:20]=[CH:21][CH:22]=[CH:23][CH:24]=3)[CH:9]2[C:39]2[CH:46]=[CH:45][C:42]([C:43]#[N:44])=[CH:41][CH:40]=2)=[CH:4][CH:3]=1 |f:1.2.3.4.5|. Procedure: 2.7 g of 4-[1-(4-fluorophenylamino)-2-(2-oxo-4-phenyloxazolidine-3-carbonyl)-5-phenyl-5-trimethylsilanyloxypentyl]benzonitrile in 30 ml of tert-butyl methyl ether, 1.6 ml of bistrimethylsilylacetamide and 0.2 g of tetrabutylammonium fluoride trihydrate are heated at reflux for 3 hours. The mixture is allowed to stand overnight, 0.2 ml of glacial acetic acid are added, and the mixture is stirred for 15 min and then substantially concentrated. 15 ml of a mixture of isopropanol/2N sulfuric acid=10:...